From a dataset of the Open Reaction Database (ORD), a public repository of structured organic reaction records. describe an organic reaction: reactants, conditions, products, and yield Reactants: OC1C=CC(C1)=O (4-hydroxy-2-cyclopentenone), O1CCCC=C1 (dihydropyran), C(O)([O-])=O.[Na+] (sodium hydrogencarbonate). The reagents and catalysts are C1(=CC=C(C=C1)S(=O)(=O)O)C (p-toluenesulfonic acid). Run in ClCCl (dichloromethane). Run at time 45 minute. Yields the product O1C(CCCC1)OC1C=CC(C1)=O (4-(2-tetrahydropyranyl)oxy-2-cyclopentenone). The yield is 93.7%. As a reaction SMILES: [OH:1][CH:2]1[CH2:6][C:5](=[O:7])[CH:4]=[CH:3]1.[O:8]1[CH:13]=[CH:12][CH2:11][CH2:10][CH2:9]1.C(=O)([O-])O.[Na+]>ClCCl.C1(C)C=CC(S(O)(=O)=O)=CC=1>[O:8]1[CH2:13][CH2:12][CH2:11][CH2:10][CH:9]1[O:7][CH:5]1[CH2:6][C:2](=[O:1])[CH:3]=[CH:4]1 |f:2.3|. Procedure details: In 300 ml of dichloromethane was dissolved 10 g of 4-hydroxy-2-cyclopentenone. To the solution were added 25.7 g of dihydropyran and 0.5 g of p-toluenesulfonic acid, and the mixture was stirred at room temperature for 45 minutes. The reaction solution was poured into an aqueous solution of sodium hydrogencarbonate. The organic layer was separated. The aqueous layer was further extracted with dichloromethane. The organic layers were combined, washed with a saturated aqueous saline solution, then ... The reactants are ClC(=O)N1C2=C(NC(C3=C1C=CC=C3)=O)C=CC=N2 (11-(chlorocarbonyl)-5,11-dihydro-6H-pyrido[2,3-b][1,4]benzodiazepin-6-one), C(CC)N(CCC)CC1CN(CCC1)CCN (2-[3-[(dipropylamino)methyl]-piperidin-1-yl]ethanamine). The solvent is C(C)#N (acetonitrile). Yields the product C(CC)N(CCC)CC1CN(CCC1)CCNC(=O)N1C2=C(NC(C3=C1C=CC=C3)=O)C=CC=N2 (5,11-Dihydro-11-[[[2-[3-[(dipropylamino)methyl]-piperidin-1-yl]ethyl]amino]carbonyl]-6H-pyrido[2,3-b][1,4]benzodiazepin-6-one). Yield: 48.0%. Reaction SMILES: Cl[C:2]([N:4]1[C:10]2[CH:11]=[CH:12][CH:13]=[CH:14][C:9]=2[C:8](=[O:15])[NH:7][C:6]2[CH:16]=[CH:17][CH:18]=[N:19][C:5]1=2)=[O:3].[CH2:20]([N:23]([CH2:27][CH:28]1[CH2:33][CH2:32][CH2:31][N:30]([CH2:34][CH2:35][NH2:36])[CH2:29]1)[CH2:24][CH2:25][CH3:26])[CH2:21][CH3:22]>C(#N)C>[CH2:20]([N:23]([CH2:27][CH:28]1[CH2:33][CH2:32][CH2:31][N:30]([CH2:34][CH2:35][NH:36][C:2]([N:4]2[C:10]3[CH:11]=[CH:12][CH:13]=[CH:14][C:9]=3[C:8](=[O:15])[NH:7][C:6]3[CH:16]=[CH:17][CH:18]=[N:19][C:5]2=3)=[O:3])[CH2:29]1)[CH2:24][CH2:25][CH3:26])[CH2:21][CH3:22]. Procedure: Prepared analogously to Example 46 from 11-(chlorocarbonyl)-5,11-dihydro-6H-pyrido[2,3-b][1,4]benzodiazepin-6-one and 2-[3-[(dipropylamino)methyl]-piperidin-1-yl]ethanamine in a yield of 48% of theory. Colourless crystals, m.p. 153°-155° C. (acetonitrile). Reactants: CS(=O)(=O)N1CC=C2CC3=C(C=C12)C(C3)C#N (1-(Methylsulphonyl)-5,6-dihydro-4H-cyclobuta[f]indole-6-carbonitrile), [OH-].[K+] (potassium hydroxide). The solvent is CO (methanol). Yields the product N1C=CC2=CC3=C(C=C12)C(C3)C#N (5,6-Dihydro-1H-cyclobuta[f]indole-6-carbonitrile). As a reaction SMILES: CS([N:5]1[C:13]2[C:8]([CH2:9][C:10]3[CH2:15][CH:14]([C:16]#[N:17])[C:11]=3[CH:12]=2)=[CH:7][CH2:6]1)(=O)=O.[OH-].[K+]>CO>[NH:5]1[C:13]2[C:8](=[CH:9][C:10]3[CH2:15][CH:14]([C:16]#[N:17])[C:11]=3[CH:12]=2)[CH:7]=[CH:6]1 |f:1.2|. Procedure details: 2.6 g of the product obtained in Step 3 are introduced into a solution of 7.7 g of potassium hydroxide in 190 ml of methanol. After 12 hours at reflux, the methanol is evaporated off and the residue is taken up in ether. After washing, the organic phase is dried and concentrated to yield the expected product. Reaction SMILES: [CH3:42][CH2:43][O:44][C:45](=[O:46])[CH3:47].[CH3:48][S:49]([CH3:50])=[O:51].[CH:33]([N:34]([CH:35]([CH3:36])[CH3:37])[CH2:38][CH3:39])([CH3:40])[CH3:41].[F:21][c:22]1[c:23]([F:32])[cH:24][c:25]([F:31])[c:26]([S:28](=[O:29])[CH3:30])[cH:27]1.[NH:1]1[CH2:2][CH2:3][C:4](=[N:7][O:8][CH:9]2[CH2:10][CH2:11][N:12]([C:15](=[O:16])[O:17][CH:18]([CH3:19])[CH3:20])[CH2:13][CH2:14]2)[CH2:5][CH2:6]1>>[N:1]1([c:23]2[c:22]([F:21])[cH:27][c:26]([S:28](=[O:29])[CH3:30])[c:25]([F:31])[cH:24]2)[CH2:2][CH2:3][C:4](=[N:7][O:8][CH:9]2[CH2:10][CH2:11][N:12]([C:15](=[O:16])[O:17][CH:18]([CH3:19])[CH3:20])[CH2:13][CH2:14]2)[CH2:5][CH2:6]1. Yields the product CC(C)OC(=O)N1CCC(ON=C2CCN(c3cc(F)c(S(C)=O)cc3F)CC2)CC1. Reactants: CCOC(C)=O, CS(C)=O, CCN(C(C)C)C(C)C, CS(=O)c1cc(F)c(F)cc1F, CC(C)OC(=O)N1CCC(ON=C2CCNCC2)CC1.